From a dataset of the Open Reaction Database (ORD), a public repository of structured organic reaction records. describe an organic reaction: reactants, conditions, products, and yield Starting materials: O=C([O-])[O-], CCS(=O)(=O)c1ccc(F)c(Cl)c1, CN1CCCC1=O, CS(=O)(=O)c1ccc(Nc2cc(Cl)ccc2CCC(=O)O)c(Cl)c1, [Cs+], [Cs+]. Product: CCS(=O)(=O)c1ccc(Nc2cc(Cl)ccc2CCC(=O)O)c(Cl)c1. Reaction SMILES: [C:38](=[O:39])([O-:40])[O-:41].[CH2:25]([S:26]([c:27]1[cH:28][cH:29][c:30]([F:31])[c:32]([Cl:33])[cH:34]1)(=[O:35])=[O:36])[CH3:37].[CH3:44][N:45]1[CH2:46][CH2:47][CH2:48][C:49]1=[O:50].[Cl:1][c:2]1[cH:3][c:4]([NH:13][c:14]2[c:15]([Cl:24])[cH:16][c:17]([S:20](=[O:21])(=[O:22])[CH3:23])[cH:18][cH:19]2)[c:5]([CH2:8][CH2:9][C:10](=[O:11])[OH:12])[cH:6][cH:7]1.[Cs+:42].[Cs+:43]>>[Cl:1][c:2]1[cH:3][c:4]([NH:13][c:14]2[c:15]([Cl:24])[cH:16][c:17]([S:20](=[O:21])(=[O:22])[CH2:23][CH3:25])[cH:18][cH:19]2)[c:5]([CH2:8][CH2:9][C:10](=[O:11])[OH:12])[cH:6][cH:7]1. Starting materials: N(N)C1=NN=CC2=CC=CC=C12 (1-hydrazinophthalazine), N(N)C1=NN=C(C2=CC=CC=C12)NN (1,4-dihydrazinophthalazine), C(C)OC(=O)NNC1=NN=CC2=CC=CC=C12 (1-(N'-ethoxycarbonylhydrazino)phthalazine), N(N)C1=NN=CC2=CC=CC=C12 (1-hydrazinophthalazine), CC(C=C(C)C)=NNC1=NN=CC2=CC=CC=C12 (1-[2-(1,3-dimethyl-2-butenylidene)-hydrazino]phthalazine). Product: N(N)C1=C(C2=C(N=N1)CCCCCC2)C (3-hydrazino-5,6,7,8,9,10-hexahydro-4-methylcycloocta[c]-pyridazine). As a reaction SMILES: [NH:1]([C:3]1[C:12]2[C:7](=[CH:8][CH:9]=[CH:10][CH:11]=2)[CH:6]=[N:5][N:4]=1)[NH2:2].[CH3:13][C:14](=NNC1C2C(=CC=CC=2)C=NN=1)[CH:15]=C(C)C.N(C1C2C(=CC=CC=2)C(NN)=NN=1)N.C(OC(NNC1C2C(=CC=CC=2)C=NN=1)=O)C>>[NH:1]([C:3]1[N:4]=[N:5][C:6]2[CH2:13][CH2:14][CH2:15][CH2:10][CH2:9][CH2:8][C:7]=2[C:12]=1[CH3:11])[NH2:2]. Procedure details: 1-hydrazinophthalazine derivatives, e.g., 1-hydrazinophthalazine, 1-[2-(1,3-dimethyl-2-butenylidene)-hydrazino]phthalazine, 1,4-dihydrazinophthalazine or 1-(N'-ethoxycarbonylhydrazino)phthalazine. Reactants: CSCC(O)C(CO)NCc1cn(COCc2ccccc2)c2c(N)ncnc12, NN, O. The product is CSCC(O)C(CO)NCc1c[nH]c2c(N)ncnc12. Reaction SMILES: [NH2:1][c:2]1[c:3]2[c:4]([n:5][cH:6][n:7]1)[c:8]([CH2:20][NH:21][CH:22]([CH2:23][OH:24])[CH:25]([CH2:26][S:27][CH3:28])[OH:29])[cH:9][n:10]2[CH2:11][O:12][CH2:13][c:14]1[cH:15][cH:16][cH:17][cH:18][cH:19]1.[NH2:31][NH2:32].[OH2:30]>>[NH2:1][c:2]1[c:3]2[c:4]([n:5][cH:6][n:7]1)[c:8]([CH2:20][NH:21][CH:22]([CH2:23][OH:24])[CH:25]([CH2:26][S:27][CH3:28])[OH:29])[cH:9][nH:10]2.